This data is from the Open Reaction Database (ORD), a public repository of structured organic reaction records. The task is: describe an organic reaction: reactants, conditions, products, and yield The reactants are CC(C)(C)c1ccc2ncccc2c1, ClC(Cl)Cl, O=C(OO)c1cccc(Cl)c1. Product: CC(C)(C)c1ccc2c(ccc[n+]2[O-])c1. Reaction SMILES: [C:1]([CH3:2])([CH3:3])([CH3:4])[c:5]1[cH:6][c:7]2[cH:8][cH:9][cH:10][n:11][c:12]2[cH:13][cH:14]1.[CH:26]([Cl:27])([Cl:28])[Cl:29].[OH:15][O:16][C:17]([c:18]1[cH:19][c:20]([Cl:21])[cH:22][cH:23][cH:24]1)=[O:25]>>[C:1]([CH3:2])([CH3:3])([CH3:4])[c:5]1[cH:6][c:7]2[cH:8][cH:9][cH:10][n+:11]([O-:15])[c:12]2[cH:13][cH:14]1. The reactants are O=C([O-])O, C, CCO, CCCc1cccc(-c2nc(C)cc(Cl)n2)n1, [H][H], [Na+], [Pd]. The product is CCCc1cccc(-c2nccc(C)n2)n1. As a reaction SMILES: [C:20](=[O:21])([OH:22])[O-:23].[C:28].[CH2:25]([OH:26])[CH3:27].[Cl:1][c:2]1[n:3][c:4](-[c:9]2[n:10][c:11]([CH2:15][CH2:16][CH3:17])[cH:12][cH:13][cH:14]2)[n:5][c:6]([CH3:8])[cH:7]1.[H:18][H:19].[Na+:24].[Pd:29]>>[cH:2]1[n:3][c:4](-[c:9]2[n:10][c:11]([CH2:15][CH2:16][CH3:17])[cH:12][cH:13][cH:14]2)[n:5][c:6]([CH3:8])[cH:7]1. Reactants: CN1C(NC(C1)=O)=NC(O)=O (tetrahydro-1-methyl-4-oxo-1H-imidazol-2-ylidene carbamic acid), NC=1C=CC(=NC1)N(C)C (5-amino-2-dimethylaminopyridine), O (water). Run in CN(C)C=O (DMF). Yields the product CN(C1=NC=C(C=C1)NC(=O)N=C1N(CC(N1)=O)C)C (1-(2-Dimethylamino-5-pyridinyl)-3-(tetrahydro-1-methyl-4-oxo-1H-imidazol-2-ylidene) urea). RXN SMILES: [CH3:1][N:2]1[CH2:6][C:5](=[O:7])[NH:4][C:3]1=[N:8][C:9](=[O:11])O.[NH2:12][C:13]1[CH:14]=[CH:15][C:16]([N:19]([CH3:21])[CH3:20])=[N:17][CH:18]=1.O>CN(C=O)C>[CH3:20][N:19]([CH3:21])[C:16]1[CH:15]=[CH:14][C:13]([NH:12][C:9]([N:8]=[C:3]2[NH:4][C:5](=[O:7])[CH2:6][N:2]2[CH3:1])=[O:11])=[CH:18][N:17]=1. Procedure details: A mixture of 8.1 g (35 mM) of the phenyl carbamate 8 and 2.5 g (23 mM) of 5-amino-2-dimethylaminopyridine in 50 ml of anhydrous DMF was heated at 55° for 3.5 hrs. and then cooled and poured into 200 ml of water. The resulting mixture was extracted with three 100 ml portions of ethyl acetate and the combined extracts were dried (MgSO4), filtered and concentrated to a volume of 50 ml. The precipitate which formed was collected and recrystallized from acetone to give 0.84 of the above urea as tan c... Starting materials: CO, [H][H], N, N#CCN1CCC(NCc2ccccc2)C(O)C1. Yields the product NCCN1CCC(NCc2ccccc2)C(O)C1. RXN SMILES: [CH3:22][OH:23].[H:20][H:21].[NH3:19].[OH:1][CH:2]1[CH2:3][N:4]([CH2:16][C:17]#[N:18])[CH2:5][CH2:6][CH:7]1[NH:8][CH2:9][c:10]1[cH:11][cH:12][cH:13][cH:14][cH:15]1>>[OH:1][CH:2]1[CH2:3][N:4]([CH2:16][CH2:17][NH2:18])[CH2:5][CH2:6][CH:7]1[NH:8][CH2:9][c:10]1[cH:11][cH:12][cH:13][cH:14][cH:15]1. Starting materials: COC1=CC2=C(C3(C(C(NCC3)=O)O2)C)C=C1 (7-methoxy-4a-methyl-3,4,4a,9a-tetrahydro-2Hbenzo[4,5]furo[2,3-c]pyridine-1-one), Cl (HCl), [OH-].[Na+] (NaOH), [AlH4-].[Li+] (lithium tetrahydroaluminate), [AlH4-].[Li+] (lithium tetrahydroaluminate). Run in C(C)(=O)OCC (ethyl acetate), O1CCCC1 (tetrahydrofuran), O1CCCC1 (tetrahydrofuran), O1CCCC1 (tetrahydrofuran). Conditions: time 2 hour. Product: COC1=CC2=C(C=C1)C1(C(C=NCC1)O2)C (7-Methoxy-4a-methyl-3,4,4a,9a-tetrahydro[1]benzofuro[2,3-c]pyridine). As a reaction SMILES: [CH3:1][O:2][C:3]1[CH:17]=[CH:16][C:6]2[C:7]3([CH3:15])[CH2:12][CH2:11][NH:10][C:9](=O)[CH:8]3[O:14][C:5]=2[CH:4]=1.[AlH4-].[Li+].Cl.[OH-].[Na+]>O1CCCC1.C(OCC)(=O)C>[CH3:1][O:2][C:3]1[CH:17]=[CH:16][C:6]2[C:7]3([CH3:15])[CH2:12][CH2:11][N:10]=[CH:9][CH:8]3[O:14][C:5]=2[CH:4]=1 |f:1.2,4.5|. Reported procedure: To a solution of 7-methoxy-4a-methyl-3,4,4a,9a-tetrahydro-2Hbenzo[4,5]furo[2,3-c]pyridine-1-one (1.0 g, 4.30 mmol) in tetrahydrofuran (3 mL) was slowly added 1.0 M of lithium tetrahydroaluminate in tetrahydrofuran (2 mL). After 30 min stirring another portion of 1.0 M of lithium tetrahydroaluminate in tetrahydrofuran (1 mL) was added and the reaction was stirred for 2 h. The reaction was transferred into ice, 6N aqueous HCl was added followed by ethyl acetate. The aqueous layer was basified by a... Starting materials: CC1=CC=C(C(=O)OC2CCN(CC2)CC2=CC(=CC=C2)Cl)C=C1 (1-(3-chloro-benzyl)-piperidin-4-yl 4-methyl-benzoate). The solvent is CCOCC (ether). Product: Cl.CC1=CC=C(C(=O)OC2CCN(CC2)CC2=CC(=CC=C2)Cl)C=C1 (1-(3-chloro-benzyl)-piperidin-4-yl 4-methyl-benzoate hydrochloride). Isolated yield 118.2%. RXN SMILES: [CH3:1][C:2]1[CH:24]=[CH:23][C:5]([C:6]([O:8][CH:9]2[CH2:14][CH2:13][N:12]([CH2:15][C:16]3[CH:21]=[CH:20][CH:19]=[C:18]([Cl:22])[CH:17]=3)[CH2:11][CH2:10]2)=[O:7])=[CH:4][CH:3]=1>CCOCC>[ClH:22].[CH3:1][C:2]1[CH:3]=[CH:4][C:5]([C:6]([O:8][CH:9]2[CH2:14][CH2:13][N:12]([CH2:15][C:16]3[CH:21]=[CH:20][CH:19]=[C:18]([Cl:22])[CH:17]=3)[CH2:11][CH2:10]2)=[O:7])=[CH:23][CH:24]=1 |f:2.3|. Reported procedure: 0.153 g (0.000445 mol) of 1-(3-chloro-benzyl)-piperidin-4-yl 4-methyl-benzoate was dissolved in 13 ml of ether, filtered, diluted with 0.45 ml of methanol and treated with 1.5 ml of 1N ethereal HCI. The separated precipitate was filtered off and dried. 0.10 g (59%) of 1-(3-chloro-benzyl)-piperidin-4-yl 4-methyl-benzoate hydrochloride (1:1) was obtained as white crystals; m.p. 226°-228°. The reactants are Cc1nc(-n2cc(CCCc3ccccc3)nn2)sc1C(=O)O, CCN=C=NCCCN(C)C, CN(C)C=O, CCN(C(C)C)C(C)C, ClCCl, On1nnc2ccccc21, NCc1cccnc1. Product: Cc1nc(-n2cc(CCCc3ccccc3)nn2)sc1C(=O)NCc1cccnc1. RXN SMILES: [CH3:1][c:2]1[n:3][c:4](-[n:10]2[n:11][n:12][c:13]([CH2:15][CH2:16][CH2:17][c:18]3[cH:19][cH:20][cH:21][cH:22][cH:23]3)[cH:14]2)[s:5][c:6]1[C:7](=[O:8])[OH:9].[CH3:34][N:35]([CH3:36])[CH2:37][CH2:38][CH2:39][N:40]=[C:41]=[N:42][CH2:43][CH3:44].[CH3:62][N:63]([CH3:64])[CH:65]=[O:66].[CH:45]([N:46]([CH2:47][CH3:48])[CH:49]([CH3:50])[CH3:51])([CH3:52])[CH3:53].[Cl:67][CH2:68][Cl:69].[OH:24][n:25]1[c:26]2[cH:27][cH:28][cH:29][cH:30][c:31]2[n:32][n:33]1.[n:54]1[cH:55][c:56]([CH2:60][NH2:61])[cH:57][cH:58][cH:59]1>>[CH3:1][c:2]1[n:3][c:4](-[n:10]2[n:11][n:12][c:13]([CH2:15][CH2:16][CH2:17][c:18]3[cH:19][cH:20][cH:21][cH:22][cH:23]3)[cH:14]2)[s:5][c:6]1[C:7](=[O:9])[NH:61][CH2:60][c:56]1[cH:55][n:54][cH:59][cH:58][cH:57]1.